The task is: describe an organic reaction: reactants, conditions, products, and yield. This data is from the Open Reaction Database (ORD), a public repository of structured organic reaction records. Reaction SMILES: [CH2:1]([C:11]([CH2:23][CH2:24][CH2:25][CH2:26][CH2:27][CH2:28][CH2:29][CH2:30][CH2:31][CH3:32])([CH2:13][CH2:14][CH2:15][CH2:16][CH2:17][CH2:18][CH2:19][CH2:20][CH2:21][CH3:22])O)[CH2:2][CH2:3][CH2:4][CH2:5][CH2:6][CH2:7][CH2:8][CH2:9][CH3:10].[CH3:33][Al](C)C>[Ti](Cl)(Cl)(Cl)Cl.C(Cl)Cl>[CH2:1]([C:11]([CH2:23][CH2:24][CH2:25][CH2:26][CH2:27][CH2:28][CH2:29][CH2:30][CH2:31][CH3:32])([CH2:13][CH2:14][CH2:15][CH2:16][CH2:17][CH2:18][CH2:19][CH2:20][CH2:21][CH3:22])[CH3:33])[CH2:2][CH2:3][CH2:4][CH2:5][CH2:6][CH2:7][CH2:8][CH2:9][CH3:10]. Run at temperature 0 celsius, time 2.5 hour. Starting materials: C[Al](C)C (trimethylaluminum), C(CCCCCCCCC)C(O)(CCCCCCCCCC)CCCCCCCCCC (tri-n-decylcarbinol). Solvent: C(Cl)Cl (methylene chloride). Yields the product C(CCCCCCCCC)C(C)(CCCCCCCCCC)CCCCCCCCCC (tri-n-decylmethylmethane). Isolated yield 70.0%. Procedure details: Alternatively, the 0.1 moles of the synthesized tri-n-decylcarbinol was added to 0.2 liters of methylene chloride. The mixture was covered with a blanket of nitrogen and cooled to 0° C. 0.050 mole titanium tetrachloride was added to the mixture and the solution was stirred 2-3 hours at 0° C. 0.066 mole trimethylaluminum was added and the mixture was allowed to warm to room temperature. The reaction was quenched with water and washed with 0.1 liter of a 20% HCl solution. The organic layer was dri... Reagents/catalysts: [Ti](Cl)(Cl)(Cl)Cl (titanium tetrachloride). Reactants: COCc1ccc(Oc2ccc(N)c(OC3CCOCC3)c2)cn1, CCOC(=O)C(C)C(C)=O, CC#N, CCO, Cl, [K+], O=N[O-], [Na+], [OH-], O. Product: CCOC(=O)C(C)=NNc1ccc(Oc2ccc(COC)nc2)cc1OC1CCOCC1. As a reaction SMILES: [CH3:1][O:2][CH2:3][c:4]1[cH:5][cH:6][c:7]([O:10][c:11]2[cH:12][c:13]([O:18][CH:19]3[CH2:20][CH2:21][O:22][CH2:23][CH2:24]3)[c:14]([NH2:15])[cH:16][cH:17]2)[cH:8][n:9]1.[CH3:29][CH:30]([C:31](=[O:32])[O:33][CH2:34][CH3:35])[C:36]([CH3:37])=[O:38].[CH3:42][C:43]#[N:44].[CH3:46][CH2:47][OH:48].[ClH:41].[K+:40].[N:25]([O-:26])=[O:27].[Na+:28].[OH-:39].[OH2:45]>>[CH3:1][O:2][CH2:3][c:4]1[cH:5][cH:6][c:7]([O:10][c:11]2[cH:12][c:13]([O:18][CH:19]3[CH2:20][CH2:21][O:22][CH2:23][CH2:24]3)[c:14]([NH:15][N:25]=[C:30]([CH3:29])[C:31](=[O:32])[O:33][CH2:34][CH3:35])[cH:16][cH:17]2)[cH:8][n:9]1. The reactants are C(C)OC(=O)C1=C(C=2C(=CN=CC2)S1)NC1=C(C=C(C=C1)I)F (3-(2-fluoro-4-iodo-phenylamino)-thieno[2,3-c]pyridine-2-carboxylic acid ethyl ester), [OH-].[Na+] (NaOH), CC1(OC[C@@H](O1)CON)C (O—((R)-2,2-dimethyl-[1,3]dioxolan-4-ylmethyl)hydroxylamine), CCN=C=NCCCN(C)C (EDCI), C=1C=CC2=C(C1)N=NN2O (HOBt), CCN(C(C)C)C(C)C (DIPEA). Run in C1CCOC1 (THF), C(C)O (ethanol). Reaction conditions: temperature 65 celsius, time 19 hour. Yields the product CC1(OC[C@@H](O1)CONC(=O)C1=C(C=2C(=CN=CC2)S1)NC1=C(C=C(C=C1)I)F)C (3-(2-Fluoro-4-iodo-phenylamino)-thieno[2,3-c]pyridine-2-carboxylic acid ((R)-2,2-dimethyl-[1,3]dioxolan-4-ylmethoxy)-amide). Isolated yield 66.9%. RXN SMILES: C(O[C:4]([C:6]1[S:14][C:9]2=[CH:10][N:11]=[CH:12][CH:13]=[C:8]2[C:7]=1[NH:15][C:16]1[CH:21]=[CH:20][C:19]([I:22])=[CH:18][C:17]=1[F:23])=[O:5])C.[OH-].[Na+].[CH3:26][C:27]1([CH3:35])[O:31][C@@H:30]([CH2:32][O:33][NH2:34])[CH2:29][O:28]1.CCN=C=NCCCN(C)C.C1C=CC2N(O)N=NC=2C=1.CCN(C(C)C)C(C)C>C1COCC1.C(O)C>[CH3:26][C:27]1([CH3:35])[O:31][C@@H:30]([CH2:32][O:33][NH:34][C:4]([C:6]2[S:14][C:9]3=[CH:10][N:11]=[CH:12][CH:13]=[C:8]3[C:7]=2[NH:15][C:16]2[CH:21]=[CH:20][C:19]([I:22])=[CH:18][C:17]=2[F:23])=[O:5])[CH2:29][O:28]1 |f:1.2|. Reported procedure: A mixture of 3-(2-fluoro-4-iodo-phenylamino)-thieno[2,3-c]pyridine-2-carboxylic acid ethyl ester (50 mg, 0.11 mmol), 1N aqueous NaOH solution (0.12 ml, 0.12 mmol) and ethanol (2 ml) was heated at 65° C. for 45 minutes. The reaction mixture was concentrated then azeotroped with toluene (2×2 ml) to give a solid residue. The solid residue was dissolved in anhydrous THF (4 ml) and O—((R)-2,2-dimethyl-[1,3]dioxolan-4-ylmethyl)hydroxylamine (27 mg, 0.23 mmol), EDCI (27 mg, 0.14 mmol), HOBt (21 mg, 0.1... Starting materials: ( 1 ), Cl.C1(=COC=2C1=C1CCCOC1=CC2)CCN (2-(8,9-dihydro-7H-furo[3,2-f]chromen-1-yl)ethylamine hydrochloride), ( 5 ), CN=C=O (methylisocyanate). Solvent: N1=CC=CC=C1 (pyridine). Product: C1(=COC=2C1=C1CCCOC1=CC2)CCNC(=O)NC (N-[2-(8,9-Dihydro-7H-furo[3,2-f]chromen-1-yl)ethyl]-N'-methylurea). As a reaction SMILES: Cl.[C:2]1([CH2:15][CH2:16][NH2:17])[C:6]2=[C:7]3[C:12](=[CH:13][CH:14]=[C:5]2[O:4][CH:3]=1)[O:11][CH2:10][CH2:9][CH2:8]3.[CH3:18][N:19]=[C:20]=[O:21]>N1C=CC=CC=1>[C:2]1([CH2:15][CH2:16][NH:17][C:20]([NH:19][CH3:18])=[O:21])[C:6]2=[C:7]3[C:12](=[CH:13][CH:14]=[C:5]2[O:4][CH:3]=1)[O:11][CH2:10][CH2:9][CH2:8]3 |f:0.1|. Reported procedure: To a suspension of 0.01 mole of 2-(8,9-dihydro-7H-furo[3,2-f]chromen-1-yl)ethylamine hydrochloride in five (5) ml of pyridine, 0.011 mole of methylisocyanate is added dropwise with stirring. The reaction mixture is stirred for one (1) hour at 80° C., then poured on ice/water. After classical work up and purification, the title compound is obtained.